The task is: describe an organic reaction: reactants, conditions, products, and yield. This data is from the Open Reaction Database (ORD), a public repository of structured organic reaction records. The reactants are CC(C)O, CN1C(=O)C(F)(F)CN(C2CCCCC2)c2nc(Cl)ncc21, CCN1CCC(NC(=O)c2ccc(N)c(OC)c2)CC1, O, Cc1ccccc1S(=O)(=O)O. Yields the product CCN1CCC(NC(=O)c2ccc(Nc3ncc4c(n3)N(C3CCCCC3)CC(F)(F)C(=O)N4C)c(OC)c2)CC1. As a reaction SMILES: [CH:55]([OH:56])([CH3:57])[CH3:58].[Cl:1][c:2]1[n:3][cH:4][c:5]2[c:6]([n:22]1)[N:7]([CH:16]1[CH2:17][CH2:18][CH2:19][CH2:20][CH2:21]1)[CH2:8][C:9]([F:14])([F:15])[C:10](=[O:13])[N:11]2[CH3:12].[NH2:35][c:36]1[c:37]([O:53][CH3:54])[cH:38][c:39]([C:40](=[O:41])[NH:42][CH:43]2[CH2:44][CH2:45][N:46]([CH2:49][CH3:50])[CH2:47][CH2:48]2)[cH:51][cH:52]1.[OH2:23].[c:24]1([CH3:25])[c:26]([S:27]([OH:28])(=[O:29])=[O:30])[cH:31][cH:32][cH:33][cH:34]1>>[c:2]1([NH:35][c:36]2[c:37]([O:53][CH3:54])[cH:38][c:39]([C:40](=[O:41])[NH:42][CH:43]3[CH2:44][CH2:45][N:46]([CH2:49][CH3:50])[CH2:47][CH2:48]3)[cH:51][cH:52]2)[n:3][cH:4][c:5]2[c:6]([n:22]1)[N:7]([CH:16]1[CH2:17][CH2:18][CH2:19][CH2:20][CH2:21]1)[CH2:8][C:9]([F:14])([F:15])[C:10](=[O:13])[N:11]2[CH3:12]. Reactants: BrCC1=CC=C(C(=O)OC)C=C1 (methyl 4-bromomethylbenzoate), BrC1=C(NC(=N1)CCCC)C=O (5-Bromo-2-butyl-3H-imidazole-4-carbaldehyde), CN(C)C=O (DMF), C([O-])([O-])=O.[K+].[K+] (Potassium carbonate). Run at time 8 hour. Yields the product COC(C1=CC=C(C=C1)CN1C(=NC(=C1C=O)Br)CCCC)=O (4-(4-Bromo-2-butyl-5-formyl-imidazol-1-ylmethyl)benzoic acid methyl ester). Isolated yield 38.9%. Reaction SMILES: [Br:1][C:2]1[N:6]=[C:5]([CH2:7][CH2:8][CH2:9][CH3:10])[NH:4][C:3]=1[CH:11]=[O:12].CN(C=O)C.C(=O)([O-])[O-].[K+].[K+].Br[CH2:25][C:26]1[CH:35]=[CH:34][C:29]([C:30]([O:32][CH3:33])=[O:31])=[CH:28][CH:27]=1>>[CH3:33][O:32][C:30](=[O:31])[C:29]1[CH:34]=[CH:35][C:26]([CH2:25][N:4]2[C:3]([CH:11]=[O:12])=[C:2]([Br:1])[N:6]=[C:5]2[CH2:7][CH2:8][CH2:9][CH3:10])=[CH:27][CH:28]=1 |f:2.3.4|. Procedure: 5-Bromo-2-butyl-3H-imidazole-4-carbaldehyde (38 g, 160 mmol) was dissolved in DMF (400 mL, 5 mol). Potassium carbonate (27 g, 200 mmol) was added followed by methyl 4-bromomethylbenzoate (38 g, 160 mmol) and the solution was stirred at room temperature overnight. The mixture was then concentrated and purified by silica gel chromatography (0-50% EtOAc:hexanes) to yield intermediate (9a) (32.2 g, 62.2 mmol). MS m/z: [M+H+] calcd for C17H19N2O3Br, 379.3; found 379.1. 1H-NMR (400 Mz, CD3OD) δ (ppm):... Reactants: [N+](=O)(O)[O-] (nitric acid), C(C)(=O)O (acetic acid), C1(O)=CC=C(O)C=C1 (Hydroquinone), OCCOCCO (2-hydroxyethylether), C(C)(=O)O (acetic acid), C(C)(=O)OC(C)=O (acetic anhydride). Solvent: O (water). Conditions: time 16 hour. The product is C(C)(=O)OCCOC1=C(C=C(C=C1)OCCOC(C)=O)[N+](=O)[O-] (2,5-bis-(2-acetoxyethyloxy)nitrobenzene). Reaction SMILES: [C:1]1([CH:8]=[CH:7][C:5]([OH:6])=[CH:4][CH:3]=1)[OH:2].O[CH2:10][CH2:11][O:12][CH2:13][CH2:14]O.[C:16]([O:19][C:20](=O)[CH3:21])(=[O:18])[CH3:17].[N+:23]([O-])([OH:25])=[O:24].C(O)(=[O:29])C>O>[C:16]([O:19][CH2:20][CH2:21][O:2][C:1]1[CH:8]=[CH:7][C:5]([O:6][CH2:14][CH2:13][O:12][C:11](=[O:29])[CH3:10])=[CH:4][C:3]=1[N+:23]([O-:25])=[O:24])(=[O:18])[CH3:17]. Reported procedure: Hydroquinone-bis(2-hydroxyethylether (11.0 g; ) 0.057 mol) was stirred in glacial acetic acid (180 ml) and acetic anhydride (17.0 g; 0.166 mol) was added dropwise at room temperature. The mixture was heated to and maintained at reflux temperature for 18 hours, then cooled to below 20° C. and a mixture of 72% nitric acid (4.7 g; 0.054 mol) in glacial acetic acid (20 ml) was added dropwise over 20 minutes maintaining the temperature below 20° C. The reaction mixture was stirred below 20° C. for 16... Starting materials: O (water), N1N=C(C2=CC=CC=C12)NC(OCC)=O (Ethyl 1H-indazol-3-ylcarbamate), compound, C1CCC2=NCCCN2CC1 (DBU). The solvent is CO (methanol), Cl (hydrochloric acid), CN(C=O)C (dimethylformamide). Run at temperature 120 celsius. Yields the product N1N=C(C2=CC=CC=C12)NC(=O)N1CCC(CC1)(O)C1=C(C(=CC=C1)C)C (4-(2,3-dimethylphenyl)-4-hydroxy-1-piperidinecarboxylic acid (1H-indazol-3-yl)amide). Isolated yield 47.0%. Reaction SMILES: [NH:1]1[C:9]2[C:4](=[CH:5][CH:6]=[CH:7][CH:8]=2)[C:3]([NH:10][C:11](=[O:15])OCC)=[N:2]1.[CH2:16]1[CH2:26][CH2:25][N:24]2[C:19](=NC[CH2:22][CH2:23]2)[CH2:18][CH2:17]1.[OH2:27]>CN(C)C=O.CO.Cl>[NH:1]1[C:9]2[C:4](=[CH:5][CH:6]=[CH:7][CH:8]=2)[C:3]([NH:10][C:11]([N:24]2[CH2:25][CH2:26][C:16]([C:17]3[CH:18]=[CH:19][CH:3]=[C:4]([CH3:9])[C:5]=3[CH3:6])([OH:27])[CH2:22][CH2:23]2)=[O:15])=[N:2]1. Reported procedure: Ethyl 1H-indazol-3-ylcarbamate (1.2 g) and the compound (1.46 g) of Starting Material Synthetic Example 106 were dissolved in dimethylformamide (10 ml), DBU (2.3 ml) was added thereto, and the mixture was stirred with heating at 120° C. for 2 hr. After completion of the reaction, the reaction mixture was diluted with methanol (3 ml) and 1N hydrochloric acid and water were added to the mixture. The precipitated solid was collected by filtration and vacuum dried to give 4-(2,3-dimethylphenyl)-4-hy... Starting materials: FC=1C=C(C=CC1[N+](=O)[O-])O (3-fluoro-4-nitrophenol), COC1=CC=C(C=C1)N (p-anisidine). Run in ClCCl (dichloromethane). Conditions: temperature 150 celsius, time 1.5 hour. Product: COC1=CC=C(C=C1)NC=1C=C(C=CC1[N+](=O)[O-])O (3-(4-Methoxyphenyl)amino-4-nitrophenol). Reaction SMILES: F[C:2]1[CH:3]=[C:4]([OH:11])[CH:5]=[CH:6][C:7]=1[N+:8]([O-:10])=[O:9].[CH3:12][O:13][C:14]1[CH:19]=[CH:18][C:17]([NH2:20])=[CH:16][CH:15]=1>ClCCl>[CH3:12][O:13][C:14]1[CH:19]=[CH:18][C:17]([NH:20][C:2]2[CH:3]=[C:4]([OH:11])[CH:5]=[CH:6][C:7]=2[N+:8]([O-:10])=[O:9])=[CH:16][CH:15]=1. Procedure: 0.16 g of 3-fluoro-4-nitrophenol and 0.37 g of p-anisidine were mixed and stirred for 1.5 hours at 150° C. After cooling, it was dissolved in dichloromethane, and extracted twice with 1N aqueous hydrochloric acid and once with saturated sodium chloride solution. The organic phase was dried on sodium sulfate and concentrated by evaporation in a vacuum.